From a dataset of the Open Reaction Database (ORD), a public repository of structured organic reaction records. describe an organic reaction: reactants, conditions, products, and yield Reactants: C(C1=CC=CC=C1)OC(=O)N1CCN(CC1)C1=NC2=CC=CC=C2C(=N1)OC[C@H]([C@@H](C)O)O (2-[4-(Benzyloxycarbonyl)piperazin-1-yl]-4-[(2R,3R)-(2,3-dihydroxybutan-1-yl)oxy]quinazoline). The product is O[C@H](COC1=NC(=NC2=CC=CC=C12)N1CCNCC1)[C@@H](C)O (4-[(2R,3R)-(2,3-dihydroxybutan-1-yl)oxy]-2-(1-piperazinyl)quinazoline). Procedure details: 2-[4-(Benzyloxycarbonyl)piperazin-1-yl]-4-[(2R,3R)-(2,3-dihydroxybutan-1-yl)oxy]quinazoline (1.3 g) is dissolved in methanol (20 ml), and thereto is added 10% palladium/carbon (0.4 g), and the mixture is stirred under hydrogen atmosphere and under atmospheric pressure at room temperature for 16 hours. The reaction mixture is filtered, and the filtrate is evaporated to dryness under reduced pressure to give 4-[(2R,3R)-(2,3-dihydroxybutan-1-yl)oxy]-2-(1-piperazinyl)quinazoline (0.9 g). Reaction conditions: time 16 hour. The solvent is CO (methanol). Reaction SMILES: C(OC([N:11]1[CH2:16][CH2:15][N:14]([C:17]2[N:26]=[C:25]([O:27][CH2:28][C@@H:29]([OH:33])[C@H:30]([OH:32])[CH3:31])[C:24]3[C:19](=[CH:20][CH:21]=[CH:22][CH:23]=3)[N:18]=2)[CH2:13][CH2:12]1)=O)C1C=CC=CC=1>CO.[Pd]>[OH:33][C@@H:29]([C@H:30]([OH:32])[CH3:31])[CH2:28][O:27][C:25]1[C:24]2[C:19](=[CH:20][CH:21]=[CH:22][CH:23]=2)[N:18]=[C:17]([N:14]2[CH2:13][CH2:12][NH:11][CH2:16][CH2:15]2)[N:26]=1. Reagents/catalysts: [Pd] (palladium/carbon). The yield is 98.4%. Reactants: [Br-], Clc1ccc(SCBr)cc1, ClC(Cl)Cl, O=C(OO)c1cccc(Cl)c1, [K+], [K+], [K+], O=C([O-])[O-]. Product: O=S(CBr)c1ccc(Cl)cc1. As a reaction SMILES: [Br-:28].[Br:12][CH2:13][S:14][c:15]1[cH:16][cH:17][c:18]([Cl:21])[cH:19][cH:20]1.[CH:30]([Cl:31])([Cl:32])[Cl:33].[Cl:1][c:2]1[cH:3][cH:4][cH:5][c:6]([C:7]([O:8][OH:10])=[O:9])[cH:11]1.[K+:22].[K+:23].[K+:29].[O-:24][C:25]([O-:26])=[O:27]>>[O:9]=[S:14]([CH2:13][Br:12])[c:15]1[cH:16][cH:17][c:18]([Cl:21])[cH:19][cH:20]1.